From a dataset of the Open Reaction Database (ORD), a public repository of structured organic reaction records. describe an organic reaction: reactants, conditions, products, and yield Reactants: Cl, [H-], [Na+], c1ccc2c(-c3ccc(C4OCCCO4)o3)n[nH]c2c1, CN(C)C=O, O, ClCc1ccncc1. Product: c1ccc2c(c1)c(-c1ccc(C3OCCCO3)o1)nn2Cc1ccncc1. Reaction SMILES: [ClH:23].[H-:22].[Na+:21].[O:1]1[CH:2]([c:7]2[cH:8][cH:9][c:10](-[c:12]3[n:13][nH:14][c:15]4[cH:16][cH:17][cH:18][cH:19][c:20]34)[o:11]2)[O:3][CH2:4][CH2:5][CH2:6]1.[O:33]=[CH:34][N:35]([CH3:36])[CH3:37].[OH2:32].[cH:24]1[cH:25][c:26]([CH2:30][Cl:31])[cH:27][cH:28][n:29]1>>[O:1]1[CH:2]([c:7]2[cH:8][cH:9][c:10](-[c:12]3[n:13][n:14]([CH2:30][c:26]4[cH:25][cH:24][n:29][cH:28][cH:27]4)[c:15]4[cH:16][cH:17][cH:18][cH:19][c:20]34)[o:11]2)[O:3][CH2:4][CH2:5][CH2:6]1. Reactants: CC(C)([O-])C.[K+] (potassium t-butoxide), CN(CCC1=C(C2=C(S1)C=CC=C2)C(=O)C2=NC(=CC=C2)OC)C ([2-(2-dimethylamino-ethyl)-benzo[b]thiophen-3-yl]-(6-methoxy-pyridin-2-yl)-methanone). Reagents/catalysts: [Br-].C[P+](C1=CC=CC=C1)(C1=CC=CC=C1)C1=CC=CC=C1 (methyltriphenylphosphonium bromide). Solvent: C1CCOC1 (THF), C1CCOC1 (THF). Run at time 30 minute. Yields the product COC1=CC=CC(=N1)C(=C)C=1C2=C(SC1CCN(C)C)C=CC=C2 ((2-{3-[1-(6-methoxy-pyridin-2-yl)-vinyl]-benzo[b]thiophen-2-yl}-ethyl)-dimethyl-amine). Yield: 66.0%. As a reaction SMILES: [CH3:1]C(C)([O-])C.[K+].[CH3:7][N:8]([CH3:30])[CH2:9][CH2:10][C:11]1[S:15][C:14]2[CH:16]=[CH:17][CH:18]=[CH:19][C:13]=2[C:12]=1[C:20]([C:22]1[CH:27]=[CH:26][CH:25]=[C:24]([O:28][CH3:29])[N:23]=1)=O>[Br-].C[P+](C1C=CC=CC=1)(C1C=CC=CC=1)C1C=CC=CC=1.C1COCC1>[CH3:29][O:28][C:24]1[N:23]=[C:22]([C:20]([C:12]2[C:13]3[CH:19]=[CH:18][CH:17]=[CH:16][C:14]=3[S:15][C:11]=2[CH2:10][CH2:9][N:8]([CH3:30])[CH3:7])=[CH2:1])[CH:27]=[CH:26][CH:25]=1 |f:0.1,3.4|. Reported procedure: Anhydrous THF (8 mL) was added to a mixture of potassium t-butoxide (140 mg, 1.27 mmol) and methyltriphenylphosphonium bromide (0.45 g, 1.27 mmol) under N2 atmosphere. The reaction was stirred for 30 min at room temperature. A solution of [2-(2-dimethylamino-ethyl)-benzo[b]thiophen-3-yl]-(6-methoxy-pyridin-2-yl)-methanone (0.29 g, 0.85 mmol) in THF (8 mL) was added and the reaction was stirred for 1 hour at room temperature. The reaction was quenched by the addition of 0.1N HCl until the pH was ...